Dataset: the Open Reaction Database (ORD), a public repository of structured organic reaction records. Task: describe an organic reaction: reactants, conditions, products, and yield The reactants are C#CC1(CO)OC(n2cc(C)c(=O)[nH]c2=O)CC1O[Si](C)(C)C(C)(C)C, CC(=O)OC(C)=O, c1ccncc1. Yields the product C#CC1(COC(C)=O)OC(n2cc(C)c(=O)[nH]c2=O)CC1O[Si](C)(C)C(C)(C)C. Reaction SMILES: [C:1]([CH3:2])([CH3:3])([CH3:4])[Si:5]([O:6][CH:7]1[CH2:8][CH:9]([n:16]2[c:17](=[O:18])[nH:19][c:20](=[O:21])[c:22]([CH3:23])[cH:24]2)[O:10][C:11]1([CH2:12][OH:13])[C:14]#[CH:15])([CH3:25])[CH3:26].[CH3:27][C:28](=[O:29])[O:30][C:31]([CH3:32])=[O:33].[cH:34]1[cH:35][cH:36][n:37][cH:38][cH:39]1>>[C:1]([CH3:2])([CH3:3])([CH3:4])[Si:5]([O:6][CH:7]1[CH2:8][CH:9]([n:16]2[c:17](=[O:18])[nH:19][c:20](=[O:21])[c:22]([CH3:23])[cH:24]2)[O:10][C:11]1([CH2:12][O:13][C:28]([CH3:27])=[O:29])[C:14]#[CH:15])([CH3:25])[CH3:26]. Starting materials: ClC=1C=C(C=C(C1OC1=NC=C(C=C1)OC1OCCCC1)C)/C=C(/C(=O)OCC)\C (ethyl (E)-3-(3-chloro-5-methyl-4-{[5-(tetrahydro-2H-pyran-2-yloxy)pyridin-2-yl]oxy}phenyl)-2-methylprop-2-enoate), C1(=CC=C(C=C1)S(=O)(=O)O)C (p-toluenesulfonic acid). Run in CCO (EtOH). Run at time 1 hour. Product: ClC=1C=C(C=C(C1OC1=NC=C(C=C1)O)C)/C=C(/C(=O)OCC)\C (ethyl (E)-3-{3-chloro-4-[(5-hydroxypyridin-2-yl)oxy]-5-methylphenyl}-2-methylprop-2-enoate). RXN SMILES: [Cl:1][C:2]1[CH:3]=[C:4](/[CH:23]=[C:24](\[CH3:30])/[C:25]([O:27][CH2:28][CH3:29])=[O:26])[CH:5]=[C:6]([CH3:22])[C:7]=1[O:8][C:9]1[CH:14]=[CH:13][C:12]([O:15]C2CCCCO2)=[CH:11][N:10]=1.C1(C)C=CC(S(O)(=O)=O)=CC=1>CCO>[Cl:1][C:2]1[CH:3]=[C:4](/[CH:23]=[C:24](\[CH3:30])/[C:25]([O:27][CH2:28][CH3:29])=[O:26])[CH:5]=[C:6]([CH3:22])[C:7]=1[O:8][C:9]1[CH:14]=[CH:13][C:12]([OH:15])=[CH:11][N:10]=1. Reported procedure: To a solution of ethyl (E)-3-(3-chloro-5-methyl-4-{[5-(tetrahydro-2H-pyran-2-yloxy)pyridin-2-yl]oxy}phenyl)-2-methylprop-2-enoate (2.58 g) in EtOH (40 mL) was added p-toluenesulfonic acid (1.14 g) at room temperature, then the reaction mixture was stirred for 1 hour. The reaction mixture was concentrated under reduced pressure. The residue was diluted with H2O, and extracted with AcOEt. The organic layer was washed with water and saturated aqueous NaCl, dried over anhydrous Na2SO4, and concentra... The reactants are C(=C)(C)N1C(NC2=C1C=CC=C2)=O (1-isopropenylbenzimidazolone), C1(=CC=CC=C1)P(C1=CC=CC=C1)C1=CC=CC=C1 (triphenylphosphine), CN1C(=CC2=CC=CC(=C12)CO)C ((1,2-Dimethyl-1H-indol-7-yl)-methanol), N(=NC(=O)OC(C)C)C(=O)OC(C)C (diisopropyl azodicarboxylate). The solvent is C1CCOC1 (THF). Conditions: time 16 hour. Product: CN1C(=CC2=CC=CC(=C12)CN1C(N(C2=C1C=CC=C2)C(=C)C)=O)C (1-(1,2-dimethyl-1H-indol-7-ylmethyl)-3-isopropenyl-1,3-dihydro-benzimidazol-2-one). Isolated yield 46.4%. As a reaction SMILES: [C:1]([N:4]1[C:8]2[CH:9]=[CH:10][CH:11]=[CH:12][C:7]=2[NH:6][C:5]1=[O:13])([CH3:3])=[CH2:2].C1(P(C2C=CC=CC=2)C2C=CC=CC=2)C=CC=CC=1.[CH3:33][N:34]1[C:42]2[C:37](=[CH:38][CH:39]=[CH:40][C:41]=2[CH2:43]O)[CH:36]=[C:35]1[CH3:45].N(C(OC(C)C)=O)=NC(OC(C)C)=O>C1COCC1>[CH3:33][N:34]1[C:42]2[C:37](=[CH:38][CH:39]=[CH:40][C:41]=2[CH2:43][N:6]2[C:7]3[CH:12]=[CH:11][CH:10]=[CH:9][C:8]=3[N:4]([C:1]([CH3:3])=[CH2:2])[C:5]2=[O:13])[CH:36]=[C:35]1[CH3:45]. Procedure: To a solution of 1-isopropenylbenzimidazolone (220 mg, 1.3 mmol) in dry THF (10 mL) are added triphenylphosphine (397 mg, 1.5 mmol) and (1,2-Dimethyl-1H-indol-7-yl)-methanol (220 mg, 1.3 mmol). Then diisopropyl azodicarboxylate (0.31 mL, 1.5 mmol) is added drop wise into the above solution at room temperature. The mixture is stirred for 16 hrs and then the solvent is removed under vacuum. The residue is purified by flash column chromatography using 10-30% EtOAc in hexanes to give 200 mg (48%) of... Starting materials: FC1=CC=C(OC2=CC=C(C=N2)C=O)C=C1 (6-(4-fluoro-phenoxy)-pyridine-3-carbaldehyde), [BH4-].[Na+] (sodium borohydride), [N+](=O)([O-])C (nitromethane), C(C)(=O)[O-].[NH4+] (ammonium acetate). Solvent: O (Water), C(C)(=O)O (acetic acid), O (water). Run at temperature 100 celsius, time 3 hour. Product: FC1=CC=C(OC2=NC=C(C=C2)CC[N+](=O)[O-])C=C1 (2-(4-Fluoro-phenoxy)-5-(2-nitro-ethyl)-pyridine). The yield is 71.8%. RXN SMILES: [F:1][C:2]1[CH:16]=[CH:15][C:5]([O:6][C:7]2[N:12]=[CH:11][C:10]([CH:13]=O)=[CH:9][CH:8]=2)=[CH:4][CH:3]=1.[N+:17]([CH3:20])([O-:19])=[O:18].C([O-])(=O)C.[NH4+].[BH4-].[Na+]>O.C(O)(=O)C>[F:1][C:2]1[CH:16]=[CH:15][C:5]([O:6][C:7]2[CH:8]=[CH:9][C:10]([CH2:13][CH2:20][N+:17]([O-:19])=[O:18])=[CH:11][N:12]=2)=[CH:4][CH:3]=1 |f:2.3,4.5|. Reported procedure: To a mixture of 6-(4-fluoro-phenoxy)-pyridine-3-carbaldehyde (150 mg, 0.69 mmol) described in Manufacturing Example 75-1-2 and acetic acid (2 mL) were added nitromethane (0.28 mL, 5.2 mmol) and ammonium acetate (160 mg, 2.1 mmol), which was stirred for 3 hours at 100° C. The reaction mixture was cooled to room temperature and water was added thereto, followed by extraction with ethyl acetate. The organic layer was washed with saturated aqueous sodium chloride and dried over anhydrous magnesium s... Starting materials: CCB(CC)CC, CCCI, [Na+], C1CCOC1, [OH-], OO, O=C1CCCc2sccc21. The product is CCCC1CCc2sccc2C1=O. Reaction SMILES: [CH2:11]([B:12]([CH2:13][CH3:14])[CH2:15][CH3:16])[CH3:17].[I:18][CH2:19][CH2:20][CH3:21].[Na+:23].[O:26]1[CH2:27][CH2:28][CH2:29][CH2:30]1.[OH-:22].[OH:24][OH:25].[s:1]1[cH:2][cH:3][c:4]2[c:5]1[CH2:6][CH2:7][CH2:8][C:9]2=[O:10]>>[s:1]1[cH:2][cH:3][c:4]2[c:5]1[CH2:6][CH2:7][CH:8]([CH2:19][CH2:20][CH3:21])[C:9]2=[O:10]. The reactants are ClC1=CC=C(C=C1)C1=CC=2N(C=C1C1=C(C=C(C=C1)Cl)Cl)C(=NN2)CC=2C=NC(=CC2)C(F)(F)F (7-(4-chlorophenyl)-6-(2,4-dichlorophenyl)-3-((6-(trifluoromethyl)pyridin-3-yl)methyl)-[1,2,4]triazolo[4,3-a]pyridine), BrC=1C(=CC=2N(C1)C(=NN2)CC=2C(=NC(=CC2)C(F)(F)F)C)C2=CC=C(C=C2)Cl (6-bromo-7-(4-chlorophenyl)-3-((2-methyl-6-(trifluoromethyl)pyridin-3-yl)methyl)-[1,2,4]triazolo[4,3-a]pyridine), COC1=C(C=CC=C1)B(O)O (2-methoxyphenylboronic acid), C(=O)([O-])[O-].[K+].[K+] (K2CO3). The reagents and catalysts are C=1C=CC(=CC1)[P](C=2C=CC=CC2)(C=3C=CC=CC3)[Pd]([P](C=4C=CC=CC4)(C=5C=CC=CC5)C=6C=CC=CC6)([P](C=7C=CC=CC7)(C=8C=CC=CC8)C=9C=CC=CC9)[P](C=1C=CC=CC1)(C=1C=CC=CC1)C=1C=CC=CC1 (Pd(PPh3)4). The solvent is O1CCOCC1 (1,4-dioxane), O (H2O). Yields the product ClC1=CC=C(C=C1)C1=CC=2N(C=C1C1=C(C=CC=C1)OC)C(=NN2)CC=2C(=NC(=CC2)C(F)(F)F)C (7-(4-chlorophenyl)-6-(2-methoxyphenyl)-3-((2-methyl-6-(trifluoromethyl)pyridin-3-yl)methyl)-[1,2,4]triazolo [4,3-a]pyridine). The yield is 75.7%. Reaction SMILES: Br[C:2]1[C:3]([C:23]2[CH:28]=[CH:27][C:26]([Cl:29])=[CH:25][CH:24]=2)=[CH:4][C:5]2[N:6]([C:8]([CH2:11][C:12]3[C:13]([CH3:22])=[N:14][C:15]([C:18]([F:21])([F:20])[F:19])=[CH:16][CH:17]=3)=[N:9][N:10]=2)[CH:7]=1.[CH3:30][O:31][C:32]1[CH:37]=[CH:36][CH:35]=[CH:34][C:33]=1B(O)O.C([O-])([O-])=O.[K+].[K+].ClC1C=CC(C2C(C3C=CC(Cl)=CC=3Cl)=CN3C(CC4C=NC(C(F)(F)F)=CC=4)=NN=C3C=2)=CC=1>O1CCOCC1.O.C1C=CC([P]([Pd]([P](C2C=CC=CC=2)(C2C=CC=CC=2)C2C=CC=CC=2)([P](C2C=CC=CC=2)(C2C=CC=CC=2)C2C=CC=CC=2)[P](C2C=CC=CC=2)(C2C=CC=CC=2)C2C=CC=CC=2)(C2C=CC=CC=2)C2C=CC=CC=2)=CC=1>[Cl:29][C:26]1[CH:25]=[CH:24][C:23]([C:3]2[C:2]([C:33]3[CH:34]=[CH:35][CH:36]=[CH:37][C:32]=3[O:31][CH3:30])=[CH:7][N:6]3[C:8]([CH2:11][C:12]4[C:13]([CH3:22])=[N:14][C:15]([C:18]([F:21])([F:19])[F:20])=[CH:16][CH:17]=4)=[N:9][N:10]=[C:5]3[CH:4]=2)=[CH:28][CH:27]=1 |f:2.3.4,^1:92,94,113,132|. Procedure: The title compound (7.7 mg, 75%) as a white powder was prepared from 6-bromo-7-(4-chlorophenyl)-3-((2-methyl-6-(trifluoromethyl)pyridin-3-yl)methyl)-[1,2,4]triazolo[4,3-a]pyridine (9.5 mg, 0.020 mmol), 2-methoxyphenylboronic acid (6.0 mg, 0.039 mmol), K2CO3 (8.2 mg, 0.059 mmol) and Pd(PPh3)4 (2.8mg, 0.002 mmol) in 1,4-dioxane (0.28 mL) and H2O (0.09 mL) by the procedures analogous to those described for 7-(4-chlorophenyl)-6-(2,4-dichlorophenyl)-3-((6-(trifluoromethyl)pyridin-3-yl)methyl)-[1,2,4]... Reactants: COCC(=O)Cl, CCN(C(C)C)C(C)C, N#Cc1ccc(N2CC3CC2CN3)c2ccccc12, ClCCl, Cl, O. The product is COCC(=O)N1CC2CC1CN2c1ccc(C#N)c2ccccc12. Reaction SMILES: [CH3:30][O:31][CH2:32][C:33](=[O:34])[Cl:35].[CH:21]([N:22]([CH2:23][CH3:24])[CH:25]([CH3:26])[CH3:27])([CH3:28])[CH3:29].[CH:2]12[N:3]([c:9]3[cH:10][cH:11][c:12]([C:19]#[N:20])[c:13]4[cH:14][cH:15][cH:16][cH:17][c:18]34)[CH2:4][CH:5]([NH:6][CH2:7]1)[CH2:8]2.[Cl:37][CH2:38][Cl:39].[ClH:1].[OH2:36]>>[CH:2]12[N:3]([c:9]3[cH:10][cH:11][c:12]([C:19]#[N:20])[c:13]4[cH:14][cH:15][cH:16][cH:17][c:18]34)[CH2:4][CH:5]([N:6]([C:33]([CH2:32][O:31][CH3:30])=[O:34])[CH2:7]1)[CH2:8]2. The reactants are Cl, Fc1ccc(CCl)c(F)c1, NCc1ccccc1, Nc1nc(N)c2c(OCC3CCNCC3)cccc2n1, C1COCCO1. The product is Cl, Nc1nc(N)c2c(OCC3CCN(Cc4ccc(F)cc4F)CC3)cccc2n1. RXN SMILES: [ClH:39].[F:29][c:30]1[c:31]([CH2:32][Cl:33])[cH:34][cH:35][c:36]([F:38])[cH:37]1.[NH2:1][CH2:2][c:3]1[cH:4][cH:5][cH:6][cH:7][cH:8]1.[NH:9]1[CH2:10][CH2:11][CH:12]([CH2:15][O:16][c:17]2[c:18]3[c:19]([NH2:28])[n:20][c:21]([NH2:27])[n:22][c:23]3[cH:24][cH:25][cH:26]2)[CH2:13][CH2:14]1.[O:40]1[CH2:41][CH2:42][O:43][CH2:44][CH2:45]1>>[ClH:33].[N:9]1([CH2:32][c:31]2[c:30]([F:29])[cH:37][c:36]([F:38])[cH:35][cH:34]2)[CH2:10][CH2:11][CH:12]([CH2:15][O:16][c:17]2[c:18]3[c:19]([NH2:28])[n:20][c:21]([NH2:27])[n:22][c:23]3[cH:24][cH:25][cH:26]2)[CH2:13][CH2:14]1.